From a dataset of the Open Reaction Database (ORD), a public repository of structured organic reaction records. describe an organic reaction: reactants, conditions, products, and yield Reactants: OCCC(CC=CC(=O)OC)C=CC=1C=NC=CC1 (methyl 7-hydroxy-5-[2-(3-pyridyl)ethenyl]-hept-2-enoate), [H][H] (hydrogen). The reagents and catalysts are [Pd] (palladium on charcoal). Solvent: C(C)O (ethanol). The product is OCCC(CCCC(=O)OC)CCC=1C=NC=CC1 (methyl 7-hydroxy-5-[2-(3-pyridyl)ethyl]-heptanoate). RXN SMILES: [OH:1][CH2:2][CH2:3][CH:4]([CH:12]=[CH:13][C:14]1[CH:15]=[N:16][CH:17]=[CH:18][CH:19]=1)[CH2:5][CH:6]=[CH:7][C:8]([O:10][CH3:11])=[O:9].[H][H]>C(O)C.[Pd]>[OH:1][CH2:2][CH2:3][CH:4]([CH2:12][CH2:13][C:14]1[CH:15]=[N:16][CH:17]=[CH:18][CH:19]=1)[CH2:5][CH2:6][CH2:7][C:8]([O:10][CH3:11])=[O:9]. Reported procedure: A solution of 1.75 g methyl 7-hydroxy-5-[2-(3-pyridyl)ethenyl]-hept-2-enoate in 50 ml ethanol is hydrogenated with 0.35 g 10% palladium on charcoal at 3 atmospheres (=3.04 bar) pressure of hydrogen and room temperature for 21 h. The catalyst is filtered off and washed with ethanol (4×10 ml). The filtrate is evaporated to give a yellow oil which is chromatographed to yield methyl 7-hydroxy-5-[2-(3-pyridyl)ethyl]-heptanoate. Reactants: NC1C(N(C2=C(CC1)C=CC=C2)C2=CC=CC=C2)=O (3-amino-1-phenyl-2,3,4,5-tetrahydro-1-benzoazepin-2(1H)-one), ON1N=NC2=C1C=CC=C2 (1-hydroxybenzotriazole), C(=O)(O)C=1N=CC=2NC3=CC=CC=C3C2C1 (3-carboxy-β-carboline), Cl.C(C)N=C=NCCCN(C)C (1-ethyl-3-(3'-dimethylaminopropyl)-carbodiimide hydrochloride). The solvent is CN(C=O)C (dimethylformamide), C(C)N(CC)CC (triethylamine). Run at time 1 day. Yields the product C1=NC(=CC2=C1NC1=CC=CC=C21)C(=O)C2(C(N(C1=C(CC2)C=CC=C1)C1=CC=CC=C1)=O)N (3-{9H-pyrido[3,4-b]-indol-3-yl-carbonyl}-amino-1-phenyl-2,3, 4,5-tetrahydro-1-benzoazepin-2(1H)-one). The yield is 70.0%. RXN SMILES: [NH2:1][CH:2]1[CH2:8][CH2:7][C:6]2[CH:9]=[CH:10][CH:11]=[CH:12][C:5]=2[N:4]([C:13]2[CH:18]=[CH:17][CH:16]=[CH:15][CH:14]=2)[C:3]1=[O:19].ON1C2C=CC=CC=2N=N1.[C:30]([C:33]1[N:34]=[CH:35][C:36]2[NH:37][C:38]3[C:43]([C:44]=2[CH:45]=1)=[CH:42][CH:41]=[CH:40][CH:39]=3)(O)=[O:31].Cl.C(N=C=NCCCN(C)C)C>CN(C)C=O.C(N(CC)CC)C>[CH:35]1[C:36]2[NH:37][C:38]3[C:43]([C:44]=2[CH:45]=[C:33]([C:30]([C:2]2([NH2:1])[CH2:8][CH2:7][C:6]4[CH:9]=[CH:10][CH:11]=[CH:12][C:5]=4[N:4]([C:13]4[CH:14]=[CH:15][CH:16]=[CH:17][CH:18]=4)[C:3]2=[O:19])=[O:31])[N:34]=1)=[CH:42][CH:41]=[CH:40][CH:39]=3 |f:3.4|. Procedure details: In 15 ml of dimethylformamide were dissolved 0.252 g of 3-amino-1-phenyl-2,3,4,5-tetrahydro-1-benzoazepin-2(1H)-one, 0.127 g of 1-hydroxybenzotriazole, 0.223 g of 3-carboxy-β-carboline and 0.2 g of 1-ethyl-3-(3'-dimethylaminopropyl)-carbodiimide hydrochloride and 0.5 ml of triethylamine was added to the solution, and the mixture was stirred at room temperature for one day. After the solvent was removed under reduced pressure, a 10% aqueous citric acid and chloroform were added to the residue and... Starting materials: C[C@@H]1CNC(=O)[C@H](NC(=O)/C=C/C[C@H](OC(=O)[C@@H](OC1=O)CC(C)C)[C@H](C)[C@@H]2[C@H](O2)C3=CC=CC=C3)CC4=CC(=C(C=C4)OC)Cl (Cryptophycin 1), Cl (HCl). The solvent is CO (methanol). Reaction conditions: time 4 hour. Yields the product CC1CNC(=O)C(NC(=O)/C=C/CC(OC(=O)C(OC1=O)CC(C)C)C(C)C2C(O2)C3=CC=CC=C3)CC4=CC(=C(C=C4)OC)Cl (Cryptophycin). Yield: 80.0%. RXN SMILES: [CH3:1][C@H:2]1[C:20](=[O:21])[O:19][C@@H:18]([CH2:22][CH:23]([CH3:25])[CH3:24])[C:16](=[O:17])[O:15][C@H:14]([C@@H:26]([C@H:28]2[O:30][C@@H:29]2[C:31]2[CH:36]=[CH:35][CH:34]=[CH:33][CH:32]=2)[CH3:27])[CH2:13][CH:12]=[CH:11][C:9](=[O:10])[NH:8][C@H:7]([CH2:37][C:38]2[CH:43]=[CH:42][C:41]([O:44][CH3:45])=[C:40]([Cl:46])[CH:39]=2)[C:5](=[O:6])[NH:4][CH2:3]1.Cl>CO>[CH3:1][CH:2]1[C:20](=[O:21])[O:19][CH:18]([CH2:22][CH:23]([CH3:24])[CH3:25])[C:16](=[O:17])[O:15][CH:14]([CH:26]([CH:28]2[O:30][CH:29]2[C:31]2[CH:32]=[CH:33][CH:34]=[CH:35][CH:36]=2)[CH3:27])[CH2:13][CH:12]=[CH:11][C:9](=[O:10])[NH:8][CH:7]([CH2:37][C:38]2[CH:43]=[CH:42][C:41]([O:44][CH3:45])=[C:40]([Cl:46])[CH:39]=2)[C:5](=[O:6])[NH:4][CH2:3]1. Procedure details: To a solution of 10 mg of Cryptophycin 1 in 1 mL dry methanol was added 10 μL methanolic HCl (obtained by treating 1.25 g thionyl chloride with 25 mL MeOH). After stirring for 4 h the solvent was removed in vacuo and the sample was left under vacuum for 12 h. Reversed-phase HPLC gave 8 mg of pure Cryptophycin 9.